Dataset: the Open Reaction Database (ORD), a public repository of structured organic reaction records. Task: describe an organic reaction: reactants, conditions, products, and yield Starting materials: [N+](=O)([O-])C1=C(C#N)C(=CC=C1)[N+](=O)[O-] (2,6 dinitrobenzonitrile), CC1(O[C@@H]2[C@H](OC([C@H]3[C@@H]2OC(O3)(C)C)CO)O1)C (((3aR,5aS,8as,8bS)-2,2,7,7-tetramethyltetrahydro-3aH-bis[1,3]dioxolo[4,5-b:4′,5′-d]pyran-5-yl)methanol). The product is [N+](=O)([O-])C1=C(C#N)C(=CC=C1)OCC1[C@H]2[C@@H]([C@H]3[C@H](O1)OC(O3)(C)C)OC(O2)(C)C (2-Nitro-6-(((3aR,5aS,8aS,8bS)-2,2,7,7-tetramethyltetrahydro-3aH-bis[1,3]dioxolo[4,5-b:4′,5′-d]pyran-5-yl)methoxy)benzonitrile). The yield is 59.0%. RXN SMILES: [N+]([C:4]1[CH:11]=[CH:10][CH:9]=[C:8]([N+:12]([O-:14])=[O:13])[C:5]=1[C:6]#[N:7])([O-])=O.[CH3:15][C:16]1([CH3:32])[O:31][C@H:19]2[O:20][CH:21]([CH2:29][OH:30])[C@@H:22]3[O:26][C:25]([CH3:28])([CH3:27])[O:24][C@@H:23]3[C@@H:18]2[O:17]1>>[N+:12]([C:8]1[CH:9]=[CH:10][CH:11]=[C:4]([O:30][CH2:29][CH:21]2[O:20][C@@H:19]3[O:31][C:16]([CH3:32])([CH3:15])[O:17][C@H:18]3[C@H:23]3[O:24][C:25]([CH3:28])([CH3:27])[O:26][C@@H:22]23)[C:5]=1[C:6]#[N:7])([O-:14])=[O:13]. Reported procedure: Prepared as in Example 111c from 2,6 dinitrobenzonitrile and ((3aR,5aS,8as,8bS)-2,2,7,7-tetramethyltetrahydro-3aH-bis[1,3]dioxolo[4,5-b:4′,5′-d]pyran-5-yl)methanol in 59% yield as white sticky material. MS 408 (MH+), 424 (MH2O+).